Dataset: the Open Reaction Database (ORD), a public repository of structured organic reaction records. Task: describe an organic reaction: reactants, conditions, products, and yield The reactants are C(C#C)Br (propargyl bromide), C1(=CC=CC=C1)C1=C(C=CC=C1)O (2-phenyl phenol), C([O-])([O-])=O.[K+].[K+] (potassium carbonate). The solvent is CC(=O)C (acetone). Conditions: temperature 65 celsius, time 14 hour. Yields the product C1(=CC=CC=C1)C1=C(C=CC=C1)OCC#C (2-phenyl-1-prop-2-ynyloxybenzene). Isolated yield 95.0%. RXN SMILES: [CH2:1](Br)[C:2]#[CH:3].[C:5]1([C:11]2[CH:16]=[CH:15][CH:14]=[CH:13][C:12]=2[OH:17])[CH:10]=[CH:9][CH:8]=[CH:7][CH:6]=1.C(=O)([O-])[O-].[K+].[K+]>CC(C)=O>[C:5]1([C:11]2[CH:16]=[CH:15][CH:14]=[CH:13][C:12]=2[O:17][CH2:3][C:2]#[CH:1])[CH:6]=[CH:7][CH:8]=[CH:9][CH:10]=1 |f:2.3.4|. Procedure: To a solution of propargyl bromide (80% solution in toluene, 500 δ 3.36 mmol) in acetone (15 ml) at 23° C. was added 2-phenyl phenol (316 mg, 1.86 mmol) and potassium carbonate (1.05 g, 7.61 mmol). After being stirred in a sealed reaction vial at 65° C. for 14 hours, the reaction was concentrated in vacuo, the residue purified by flash chromatography (ethyl acetate:hexane: 9:1) to afford compound 5 in 95% yield. 1H NMR(CDCl3) δ 2.45-2.55 (m, 1H), 4.60-4.70 (m, 2H), 6.99-7.43 (m, 9H). Starting materials: CN(C)C(=[N+](C)C)ON1C2=C(C=CC=C2)N=N1.[B-](F)(F)(F)F (TBTU), COC1=CC(=C(C(=C1)C)S(=O)(=O)N1CCCC2=CC=C(C=C12)CC(=O)O)C (2-(1-(4-methoxy-2,6-dimethylphenyl-sulfonyl)-1,2,3,4-tetrahydroquinolin-7-yl)acetic acid), C1N(CCC12CCNCC2)C(=O)OC(C)(C)C (tert-butyl 2,8-diazaspiro[4.5]decane-2-carboxylate). Product: COC1=CC(=C(C(=C1)C)S(=O)(=O)N1CCCC2=CC=C(C=C12)CC(=O)N1CCC2(CCN(C2)C(=O)OC(C)(C)C)CC1)C (tert-Butyl 8-(2-(1-(4-methoxy-2,6-dimethylphenylsulfonyl)-1,2,3,4-tetrahydroquinolin-7-yl)acetyl)-2,8-diazaspiro[4.5]decane-2-carboxylate). The yield is 53.0%. RXN SMILES: CN(C(ON1N=NC2C=CC=CC1=2)=[N+](C)C)C.[B-](F)(F)(F)F.[CH3:23][O:24][C:25]1[CH:30]=[C:29]([CH3:31])[C:28]([S:32]([N:35]2[C:44]3[C:39](=[CH:40][CH:41]=[C:42]([CH2:45][C:46](O)=[O:47])[CH:43]=3)[CH2:38][CH2:37][CH2:36]2)(=[O:34])=[O:33])=[C:27]([CH3:49])[CH:26]=1.[CH2:50]1[C:54]2([CH2:59][CH2:58][NH:57][CH2:56][CH2:55]2)[CH2:53][CH2:52][N:51]1[C:60]([O:62][C:63]([CH3:66])([CH3:65])[CH3:64])=[O:61]>>[CH3:23][O:24][C:25]1[CH:26]=[C:27]([CH3:49])[C:28]([S:32]([N:35]2[C:44]3[C:39](=[CH:40][CH:41]=[C:42]([CH2:45][C:46]([N:57]4[CH2:56][CH2:55][C:54]5([CH2:50][N:51]([C:60]([O:62][C:63]([CH3:66])([CH3:65])[CH3:64])=[O:61])[CH2:52][CH2:53]5)[CH2:59][CH2:58]4)=[O:47])[CH:43]=3)[CH2:38][CH2:37][CH2:36]2)(=[O:33])=[O:34])=[C:29]([CH3:31])[CH:30]=1 |f:0.1|. Procedure details: The target compound was prepared according to general working procedure GWP X (TBTU coupling) from the starting materials 2-(1-(4-methoxy-2,6-dimethylphenyl-sulfonyl)-1,2,3,4-tetrahydroquinolin-7-yl)acetic acid (E-10) and tert-butyl 2,8-diazaspiro[4.5]decane-2-carboxylate (F-26). Yield: 53% Reactants: C(C)(C)C1=CC=CC(=N1)CN1N=C(C2=C(C=CC=C12)[N+](=O)[O-])C (1-((6-isopropylpyridin-2-yl)methyl)-3-methyl-4-nitro-1H-indazole), [Cl-].[NH4+] (ammonium chloride). The reagents and catalysts are [Fe] (iron). Run in CCO.O (EtOH H2O). Conditions: temperature 60 celsius. The product is C(C)(C)C1=CC=CC(=N1)CN1N=C(C=2C(=CC=CC12)N)C (1-((6-isopropylpyridin-2-yl)methyl)-3-methyl-1H-indazol-4-amine). Yield: 57.0%. Reaction SMILES: [CH:1]([C:4]1[N:9]=[C:8]([CH2:10][N:11]2[C:19]3[C:14](=[C:15]([N+:20]([O-])=O)[CH:16]=[CH:17][CH:18]=3)[C:13]([CH3:23])=[N:12]2)[CH:7]=[CH:6][CH:5]=1)([CH3:3])[CH3:2].[Cl-].[NH4+]>CCO.O.[Fe]>[CH:1]([C:4]1[N:9]=[C:8]([CH2:10][N:11]2[C:19]3[CH:18]=[CH:17][CH:16]=[C:15]([NH2:20])[C:14]=3[C:13]([CH3:23])=[N:12]2)[CH:7]=[CH:6][CH:5]=1)([CH3:3])[CH3:2] |f:1.2,3.4|. Procedure details: To a suspension of 1-((6-isopropylpyridin-2-yl)methyl)-3-methyl-4-nitro-1H-indazole (1.51 g, 4.87 mmol) in EtOH/H2O (40 mL/10 mL) was added iron (5.43 g, 97.3 mmol) and ammonium chloride (0.260 g, 4.87 mmol). The reaction mixture was heated to reflux for three hours, then cooled to 60° C. and filtered through a pad of Celite®. The filter cake was washed with EtOH/Et3N (20:1, 200 mL) and MeOH/DCM (1:1, 100 mL). The filtrate was concentrated, and the residue was dissolved in EtOAc (200 mL). The et... Starting materials: ice water, COC1=CC=C(C=C1)[C@@H]1SC2=C(N(C([C@@H]1O)=O)CCNC)C=CC=C2 ((±)-cis-2-(4-methoxyphenyl)-3-hydroxy-5-[2-(methylamino)ethyl]-2,3-dihydro-1,5-benzothiazepin-4(5H)-one), C(C)I (ethyl iodide), C([O-])([O-])=O.[K+].[K+] (potassium carbonate). Solvent: CN(C=O)C (dimethylformamide). Reaction conditions: time 8 hour. The product is COC1=CC=C(C=C1)[C@@H]1SC2=C(N(C([C@@H]1O)=O)CCN(CC)C)C=CC=C2 ((±)-cis-2-(4-methoxyphenyl)-3-hydroxy-5-[2-(N-methyl-N-ethylamino)ethyl]-2,3-dihydro-1,5-benzothiazepin-4(5H)-one). RXN SMILES: [CH3:1][O:2][C:3]1[CH:8]=[CH:7][C:6]([C@H:9]2[C@@H:15]([OH:16])C(=O)[N:13]([CH2:18][CH2:19][NH:20][CH3:21])[C:12]3[CH:22]=[CH:23][CH:24]=[CH:25][C:11]=3[S:10]2)=[CH:5][CH:4]=1.[CH2:26](I)[CH3:27].[C:29](=[O:32])([O-])[O-].[K+].[K+]>CN(C)C=O>[CH3:1][O:2][C:3]1[CH:4]=[CH:5][C:6]([C@H:9]2[C@@H:15]([OH:16])[C:29](=[O:32])[N:13]([CH2:18][CH2:19][N:20]([CH3:21])[CH2:26][CH3:27])[C:12]3[CH:22]=[CH:23][CH:24]=[CH:25][C:11]=3[S:10]2)=[CH:7][CH:8]=1 |f:2.3.4|. Reported procedure: 2.0 g of (±)-cis-2-(4-methoxyphenyl)-3-hydroxy-5-[2-(methylamino)ethyl]-2,3-dihydro-1,5-benzothiazepin-4(5H)-one and 0.96 g of ethyl iodide are dissolved in 20 ml of dimethylformamide, and 1.16 g of potassium carbonate are added thereto. The mixture is stirred at room temperature overnight. After the reaction, the mixture is poured into ice-water and then extracted with ethyl acetate. The extract is washed with water, dried and then condensed, whereby (±)-cis-2-(4-methoxyphenyl)-3-hydroxy-5-[2-(... Reactants: NC1=CC=CC=C1 (aniline), Br (hydrobromic acid), N(=O)[O-].[Na+] (sodium nitrite). The solvent is O (water), O (water). The product is [Br-].C1(=CC=CC=C1)[N+]#N (benzene diazonium bromide). RXN SMILES: [NH2:1][C:2]1[CH:7]=[CH:6][CH:5]=[CH:4][CH:3]=1.[BrH:8].[N:9]([O-])=O.[Na+]>O>[Br-:8].[C:2]1([N+:1]#[N:9])[CH:7]=[CH:6][CH:5]=[CH:4][CH:3]=1 |f:2.3,5.6|. Procedure details: Into a 4-liter three-neck flask, provided with a thermometer, a mechanical agitator, and a dropping funnel, one introduces 93 g of aniline (i.e. 1 mole), 500 ml of water and 425 g of 48% hydrobromic acid (i.e. 2.5 moles). To this mixture, maintained between 0°C and 4°C, one adds a solution of 70 g of sodium nitrite in 100 ml of water.